Task: describe an organic reaction: reactants, conditions, products, and yield. Dataset: the Open Reaction Database (ORD), a public repository of structured organic reaction records The reactants are CI (Methyl iodide), C(CCCCCCCCCCC)NC1=NC(=NC=C1)NCCO (4-(n-dodecylamino)-2-(2-hydroxyethylamino)pyrimidine), CCOCC (ether). Run in CN(C=O)C (dimethylformamide). Reaction conditions: time 8 hour. The product is [I-].C(CCCCCCCCCCC)NC1=NC(=[N+](C=C1)C)NCCO (4-(n-dodecylamino)-2-(2-hydroxyethylamino)-1-methylpyrimidinium iodide). Yield: 76.0%. As a reaction SMILES: C[I:2].[CH2:3]([NH:15][C:16]1[CH:21]=[CH:20][N:19]=[C:18]([NH:22][CH2:23][CH2:24][OH:25])[N:17]=1)[CH2:4][CH2:5][CH2:6][CH2:7][CH2:8][CH2:9][CH2:10][CH2:11][CH2:12][CH2:13][CH3:14].[CH3:26]COCC>CN(C)C=O>[I-:2].[CH2:3]([NH:15][C:16]1[CH:21]=[CH:20][N+:19]([CH3:26])=[C:18]([NH:22][CH2:23][CH2:24][OH:25])[N:17]=1)[CH2:4][CH2:5][CH2:6][CH2:7][CH2:8][CH2:9][CH2:10][CH2:11][CH2:12][CH2:13][CH3:14] |f:4.5|. Procedure: Methyl iodide (0.8 ml, 0.012 m) is added to a stirred solution of 4-(n-dodecylamino)-2-(2-hydroxyethylamino)pyrimidine (3.2 g, 0.01 m) in anhydrous dimethylformamide (25 ml), and the stoppered solution allowed to stir overnight. Anhydrous ether (180 ml) is added slowly in small portions, and the resulting precipitate is allowed to age (stirring) for about one hour. The mixture is filtered, the mother liquors are displaced with small portions of ether, and the cake is washed well with ether and d... Reactants: FC1=C(C(=C(C(=C1NN)F)F)F)F (pentafluorophenylhydrazine), FC(C(=O)N(CC(=O)OCC)CP(=O)(OCl)OCl)(F)F (ethyl N-trifluoroacetyl-N-(dichlorophosphonomethyl)glycinate). Run in O1CCCC1 (tetrahydrofuran), O1CCCC1 (tetrahydrofuran). Reaction conditions: time 2 hour. Product: FC(C(=O)N(CC(=O)OCC)CP(=O)(ONNC1=C(C(=C(C(=C1F)F)F)F)F)ONNC1=C(C(=C(C(=C1F)F)F)F)F)(F)F (ethyl N-trifluoroacetyl-N-(bis(pentafluorophenylhydrazino)phosphonomethyl)glycinate). RXN SMILES: [F:1][C:2]1[C:7]([NH:8][NH2:9])=[C:6]([F:10])[C:5]([F:11])=[C:4]([F:12])[C:3]=1[F:13].[F:14][C:15]([F:33])([F:32])[C:16]([N:18]([CH2:25][P:26]([O:30]Cl)([O:28]Cl)=[O:27])[CH2:19][C:20]([O:22][CH2:23][CH3:24])=[O:21])=[O:17]>O1CCCC1>[F:14][C:15]([F:33])([F:32])[C:16]([N:18]([CH2:25][P:26]([O:30][NH:9][NH:8][C:7]1[C:6]([F:10])=[C:5]([F:11])[C:4]([F:12])=[C:3]([F:13])[C:2]=1[F:1])([O:28][NH:9][NH:8][C:7]1[C:2]([F:1])=[C:3]([F:13])[C:4]([F:12])=[C:5]([F:11])[C:6]=1[F:10])=[O:27])[CH2:19][C:20]([O:22][CH2:23][CH3:24])=[O:21])=[O:17]. Procedure details: To a solution of pentafluorophenylhydrazine (3.96 g, 0.02 mole) in 40 ml. of tetrahydrofuran at 0° C. was added over 1/2 hour ethyl N-trifluoroacetyl-N-(dichlorophosphonomethyl)glycinate (1.65 g, 0.005 mole) in 40 ml. of tetrahydrofuran. The reaction mixture was allowed to warm to room temperature and stir for 2 hours, then filtered. The filtrate was washed with water, dried, and concentrated in vacuo to yield a dark red-brown solid. This solid was washed several times with 70% ether in petroleu... Product: C(CCC)(=O)NC1=C(SC=C1)C(=O)OC (Methyl 3-(butyrylamino)thiophene-2-carboxylate). The solvent is C(Cl)Cl (methylene chloride). Conditions: temperature 0 celsius. Procedure details: To a flame dried flask equipped with stir bar was added methyl 3-aminothiophene-2-carboxylate (2.06 g, 13.1 mmol) and anhydrous methylene chloride (10.0 mL). The resulting solution was cooled to 0° C., and treated successively with pyridine (1.11 mL, 13.7 mmol) and butyryl chloride (1.44 mL, 13.7 mmol) while stirring under N2. The ice bath was removed, and the reaction warmed to 25° C. and stirred 3 h. The reaction was then poured into 1N HCl and extracted with methylene chloride. The combined o... The reactants are N1=CC=CC=C1 (pyridine), C(CCC)(=O)Cl (butyryl chloride), NC1=C(SC=C1)C(=O)OC (methyl 3-aminothiophene-2-carboxylate). Reaction SMILES: [NH2:1][C:2]1[CH:6]=[CH:5][S:4][C:3]=1[C:7]([O:9][CH3:10])=[O:8].N1C=CC=CC=1.[C:17](Cl)(=[O:21])[CH2:18][CH2:19][CH3:20]>C(Cl)Cl>[C:17]([NH:1][C:2]1[CH:6]=[CH:5][S:4][C:3]=1[C:7]([O:9][CH3:10])=[O:8])(=[O:21])[CH2:18][CH2:19][CH3:20]. The reactants are CC(CC)NS(=O)(=O)C1=CC=C2C(C(=O)OC(N2)=O)=C1 (5-[N-(2-butyl)-sulfamoyl]-isatoic anhydride), CN1CCNCC1 (1-methylpiperazine). The solvent is C(C)O.C(C)OCC (ethanol diethyl ether). The product is CN1CCN(CC1)C(C=1C(N)=CC=C(C1)S(NC(C)CC)(=O)=O)=O (5-[N-(2-butyl)-sulfamoyl]-anthranilic acid (4-methyl)-piperazide). Reaction SMILES: [CH3:1][CH:2]([NH:5][S:6]([C:9]1[CH:20]=[C:13]2[C:14]([O:16]C(=O)[NH:18][C:12]2=[CH:11][CH:10]=1)=O)(=[O:8])=[O:7])[CH2:3][CH3:4].[CH3:21][N:22]1[CH2:27][CH2:26][NH:25][CH2:24][CH2:23]1>C(O)C.C(OCC)C>[CH3:21][N:22]1[CH2:27][CH2:26][N:25]([C:14](=[O:16])[C:13]2[C:12](=[CH:11][CH:10]=[C:9]([S:6](=[O:7])(=[O:8])[NH:5][CH:2]([CH2:3][CH3:4])[CH3:1])[CH:20]=2)[NH2:18])[CH2:24][CH2:23]1 |f:2.3|. Procedure: In a manner analogous to that described in Example 1, the reaction of 5-[N-(2-butyl)-sulfamoyl]-isatoic anhydride with 1-methylpiperazine yields 5-[N-(2-butyl)-sulfamoyl]-anthranilic acid (4-methyl)-piperazide with a melting point of 130°-132° (from an ethanol/diethyl ether mixture). The hydrochloride melts at 246°-248°.